This data is from the Open Reaction Database (ORD), a public repository of structured organic reaction records. The task is: describe an organic reaction: reactants, conditions, products, and yield Reactants: BrC=1C=CC(=C(C1)C(=O)C=1C=NC=CC1)F ((5-bromo-2-fluorophenyl)(pyridin-3-yl)methanone), CNN (Methylhydrazine). Solvent: O1CCOCC1 (dioxane). Reaction conditions: temperature 100 celsius. Product: BrC=1C=C2C(=NN(C2=CC1)C)C=1C=NC=CC1 (5-bromo-1-methyl-3-(pyridin-3-yl)-1H-indazole). Reaction SMILES: [Br:1][C:2]1[CH:3]=[CH:4][C:5](F)=[C:6]([C:8]([C:10]2[CH:11]=[N:12][CH:13]=[CH:14][CH:15]=2)=O)[CH:7]=1.[CH3:17][NH:18][NH2:19]>O1CCOCC1>[Br:1][C:2]1[CH:7]=[C:6]2[C:5](=[CH:4][CH:3]=1)[N:18]([CH3:17])[N:19]=[C:8]2[C:10]1[CH:11]=[N:12][CH:13]=[CH:14][CH:15]=1. Reported procedure: A heavy wall pressure flask was charged with (5-bromo-2-fluorophenyl)(pyridin-3-yl)methanone (3.417 g, 12.2 mmol) and dioxane (30 mL). Methylhydrazine (1.4 mL, 26.6 mmol) was then added, and the mixture was heated to 100° C. for 16 hours. The crude mixture was concentrated, and purified by column chromatography (gradient 0 to 55% EtOAc in hexanes) to give the product. 1H NMR (400 MHz, CDCl3) δ 9.19 (d, J=2.1 Hz, 1H), 8.65 (dd, J=4.9, 1.5 Hz, 1H), 8.28 (d, J=8.0 Hz, 1H), 8.13 (d, J=1.6 Hz, 1H), 7... Reactants: O=C([O-])[O-], O=C(Cl)OCc1ccccc1, CCOC(C)=O, [K+], [K+], CC(C)(N)CO, O. Product: CC(C)(CO)NC(=O)OCc1ccccc1. Reaction SMILES: [C:18](=[O:19])([O-:20])[O-:21].[CH2:7]([c:8]1[cH:9][cH:10][cH:11][cH:12][cH:13]1)[O:14][C:15](=[O:16])[Cl:17].[CH3:24][CH2:25][O:26][C:27](=[O:28])[CH3:29].[K+:22].[K+:23].[NH2:1][C:2]([CH2:3][OH:4])([CH3:5])[CH3:6].[OH2:30]>>[NH:1]([C:2]([CH2:3][OH:4])([CH3:5])[CH3:6])[C:15]([O:14][CH2:7][c:8]1[cH:9][cH:10][cH:11][cH:12][cH:13]1)=[O:16]. Starting materials: C(CCC)=NCCCC (N-butylidenebutylamine), [N+](=[N-])=CC(=O)OCC (ethyl diazoacetate), C(C)O (ethanol). Reagents/catalysts: C1CC/C=C\CCC1.C1CC/C=C\CCC1.C1CC/C=C\CCC1.C1CC/C=C\CCC1.[Cl-].[Cl-].[Ir].[Ir] (di-μ-chlorotetrakis(cyclooctene)diiridium(I)). Reaction conditions: temperature 250 celsius, time 3 hour. The product is C(CCC)N1C(C1CCC)C(=O)OCC (1-butyl-2-ethoxycarbonyl-3-propylaziridine). Isolated yield 30.0%. RXN SMILES: [CH:1](=[N:5][CH2:6][CH2:7][CH2:8][CH3:9])[CH2:2][CH2:3][CH3:4].[N+](=C[C:13]([O:15][CH2:16][CH3:17])=[O:14])=[N-].[CH2:18](O)C>C1CCCC=CCC1.C1CCCC=CCC1.C1CCCC=CCC1.C1CCCC=CCC1.[Cl-].[Cl-].[Ir].[Ir]>[CH2:1]([N:5]1[CH:7]([CH2:8][CH2:9][CH3:18])[CH:6]1[C:13]([O:15][CH2:16][CH3:17])=[O:14])[CH2:2][CH2:3][CH3:4] |f:3.4.5.6.7.8.9.10|. Reported procedure: A mixture of 0.5 mmol of N-butylidenebutylamine, 0.5 mmol of ethyl diazoacetate, 0.015 mmol of di-μ-chlorotetrakis(cyclooctene)diiridium(I) [Ir2Cl2(cyclooctene)4] , and 0.5 ml of ethanol was stirred at room temperature (250° C.) in an argon atmosphere for 3 hours to yield 1-butyl-2-ethoxycarbonyl-3-propylaziridine in a yield of 30%. The reactants are [PH4+] (phosphonium), C(CCCCCCCCC)=O (decanal). Yields the product C(CCCC\C=C/CCCCCCCCC)(=O)OCC (ethyl cis-6-hexadecenoate). Reaction SMILES: [PH4+].[CH:2](=[O:12])[CH2:3][CH2:4][CH2:5][CH2:6][CH2:7][CH2:8][CH2:9][CH2:10][CH3:11]>>[C:2]([O:12][CH2:2][CH3:3])(=[O:12])[CH2:3][CH2:4][CH2:5][CH2:6]/[CH:7]=[CH:8]\[CH2:9][CH2:10][CH2:11][CH2:4][CH2:5][CH2:6][CH2:7][CH2:8][CH3:9]. Procedure: Reaction of the phosphonium salt with decanal to give ethyl cis-6-hexadecenoate